From a dataset of the Open Reaction Database (ORD), a public repository of structured organic reaction records. describe an organic reaction: reactants, conditions, products, and yield The reactants are S1C=CC=C1 (thiophene), C(C)OCC (ethyl ether), C(=O)C1=CN=C(C=2N1C=NN2)N2CCN(CC2)C(=O)OC(C)(C)C (tert-butyl 4-(5-formyl-[1,2,4]-triazolo[4,3-a]pyrazin-8-yl)piperazine-1-carboxylate), [Li]CCCC (nBuLi). Run in C(Cl)Cl (CH2Cl2). Run at temperature 0 celsius, time 1 hour. Product: OC(C1=CN=C(C=2N1C=NN2)N2CCN(CC2)C(=O)OC(C)(C)C)C=2SC=CC2 (tert-Butyl 4-(5-(hydroxy(thiophen-2-yl)methyl)-[1,2,4]triazolo[4,3-a]pyrazin-8-yl)piperazine-1-carboxylate). Yield: 72.0%. RXN SMILES: [S:1]1[CH:5]=[CH:4][CH:3]=[CH:2]1.C(OCC)C.[Li]CCCC.[CH:16]([C:18]1[N:23]2[CH:24]=[N:25][N:26]=[C:22]2[C:21]([N:27]2[CH2:32][CH2:31][N:30]([C:33]([O:35][C:36]([CH3:39])([CH3:38])[CH3:37])=[O:34])[CH2:29][CH2:28]2)=[N:20][CH:19]=1)=[O:17]>C(Cl)Cl>[OH:17][CH:16]([C:2]1[S:1][CH:5]=[CH:4][CH:3]=1)[C:18]1[N:23]2[CH:24]=[N:25][N:26]=[C:22]2[C:21]([N:27]2[CH2:32][CH2:31][N:30]([C:33]([O:35][C:36]([CH3:39])([CH3:38])[CH3:37])=[O:34])[CH2:29][CH2:28]2)=[N:20][CH:19]=1. Reported procedure: A 250 mL 3-necked round bottom flask was charged with thiophene (0.63 g, 7.5 mmol) and dry ethyl ether (10 mL). To the above was added dropwise nBuLi solution (2.5 M in hexane, 3 mL, 7.5 mmol) at 0° C. The mixture was stirred at 0° C. for 1 h, and was then cooled to −78° C. A solution of tert-butyl 4-(5-formyl-[1,2,4]-triazolo[4,3-a]pyrazin-8-yl)piperazine-1-carboxylate (1.0 g, 3.0 mmol) in dry CH2Cl2 (10 mL) was added dropwise at that temperature. The resulting mixture was stirred at −78° C. fo...